Dataset: the Open Reaction Database (ORD), a public repository of structured organic reaction records. Task: describe an organic reaction: reactants, conditions, products, and yield Solvent: C(Cl)Cl (methylene chloride). Starting materials: Cl.C(C)OC=1C=C2C(C=C(OC2=C(C1)N1CCN(CC1)C)C(=O)O)=O (6-Ethoxy-8-(4-methyl-piperazin-1-yl)-4-oxo-4H-chromene-2-carboxylic acid hydrochloride salt), C(C(=O)Cl)(=O)Cl (oxalyl chloride). Procedure: Into a 100 mL round bottom flask equipped with a reflux condenser, nitrogen inlet and magnetic stirrer is placed 250 mg (0.68 mmol, 1.0 equiv.) of 6-Ethoxy-8-(4-methyl-piperazin-1-yl)-4-oxo-4H-chromene-2-carboxylic acid hydrochloride salt (Reference Example 23d) and 20 mL of methylene chloride. To the stirring suspension is then added 129.5 mg, 164 □L (1.02 mmol, 1.5 equiv.) of oxalyl chloride followed by addition of one drop of DMF from a 50 microliter syringe to act as catalyst. The mixture is... The reagents and catalysts are CN(C)C=O (DMF). The product is C(C)OC=1C=C2C(C=C(OC2=C(C1)N1CCN(CC1)C)C(=O)Cl)=O (6-Ethoxy-8-(4-methyl-piperazin-1-yl)-4-oxo-4H-chromene-2-carbonyl chloride). Reaction SMILES: Cl.[CH2:2]([O:4][C:5]1[CH:6]=[C:7]2[C:12](=[C:13]([N:15]3[CH2:20][CH2:19][N:18]([CH3:21])[CH2:17][CH2:16]3)[CH:14]=1)[O:11][C:10]([C:22](O)=[O:23])=[CH:9][C:8]2=[O:25])[CH3:3].C(Cl)(=O)C([Cl:29])=O>CN(C=O)C.C(Cl)Cl>[CH2:2]([O:4][C:5]1[CH:6]=[C:7]2[C:12](=[C:13]([N:15]3[CH2:20][CH2:19][N:18]([CH3:21])[CH2:17][CH2:16]3)[CH:14]=1)[O:11][C:10]([C:22]([Cl:29])=[O:23])=[CH:9][C:8]2=[O:25])[CH3:3] |f:0.1|. Reaction conditions: time 2 hour.